From a dataset of the Open Reaction Database (ORD), a public repository of structured organic reaction records. describe an organic reaction: reactants, conditions, products, and yield Reactants: C(C)(=O)NCC(=O)OCC (ethyl N-acetyl-glycinate), C(CCCCCCCCCCCCCCCCCCCCC)N (n-docosyl-amine). Run in C(C)(=O)OCC (ethyl acetate). Conditions: temperature 150 celsius. Yields the product C(CCCCCCCCCCCCCCCCCCCCC)NC(CNC(C)=O)=O (N-Acetyl-glycine n-docosylamide). RXN SMILES: [C:1]([NH:4][CH2:5][C:6]([O:8]CC)=O)(=[O:3])[CH3:2].[CH2:11]([NH2:33])[CH2:12][CH2:13][CH2:14][CH2:15][CH2:16][CH2:17][CH2:18][CH2:19][CH2:20][CH2:21][CH2:22][CH2:23][CH2:24][CH2:25][CH2:26][CH2:27][CH2:28][CH2:29][CH2:30][CH2:31][CH3:32]>C(OCC)(=O)C>[CH2:11]([NH:33][C:6](=[O:8])[CH2:5][NH:4][C:1](=[O:3])[CH3:2])[CH2:12][CH2:13][CH2:14][CH2:15][CH2:16][CH2:17][CH2:18][CH2:19][CH2:20][CH2:21][CH2:22][CH2:23][CH2:24][CH2:25][CH2:26][CH2:27][CH2:28][CH2:29][CH2:30][CH2:31][CH3:32]. Reported procedure: A mixture consisting of 1.13 gm (0.01 mol) of ethyl N-acetyl-glycinate and 2.50 gm (0.0078 mol) of n-docosyl-amine was heated for 90 minutes at 150°C., while stirring. Thereafter, ethyl acetate was added to the hot reaction mixture, and upon cooling of the mixture a crystalline substance separated out which was collected and again recrystallized from ethyl acetate in the presence of activated charcoal and silicagel. 1.5 gm (55% of theory) of the compound of the formula ##EQU6## having a melting ... Starting materials: ClCc1cccc(Oc2ccc(Br)cn2)c1, CCOP(OCC)OCC, CCCCCCC. Product: CCOP(=O)(Cc1cccc(Oc2ccc(Br)cn2)c1)OCC. Reaction SMILES: [Br:1][c:2]1[cH:3][cH:4][c:5]([O:8][c:9]2[cH:10][c:11]([CH2:15][Cl:16])[cH:12][cH:13][cH:14]2)[n:6][cH:7]1.[CH2:17]([CH3:18])[O:19][P:20]([O:21][CH2:22][CH3:23])[O:24][CH2:25][CH3:26].[CH3:27][CH2:28][CH2:29][CH2:30][CH2:31][CH2:32][CH3:33]>>[Br:1][c:2]1[cH:3][cH:4][c:5]([O:8][c:9]2[cH:10][c:11]([CH2:15][P:20]([O:19][CH2:17][CH3:18])([O:21][CH2:22][CH3:23])=[O:24])[cH:12][cH:13][cH:14]2)[n:6][cH:7]1. Starting materials: COC(=O)c1ccc(C#N)c(OC)c1, CO, [Na+], [OH-]. Yields the product COc1cc(C(=O)O)ccc1C#N. As a reaction SMILES: [C:1](#[N:2])[c:3]1[c:4]([O:13][CH3:14])[cH:5][c:6]([C:7](=[O:8])[O:9][CH3:10])[cH:11][cH:12]1.[CH3:17][OH:18].[Na+:16].[OH-:15]>>[C:1](#[N:2])[c:3]1[c:4]([O:13][CH3:14])[cH:5][c:6]([C:7](=[O:8])[OH:9])[cH:11][cH:12]1.